From a dataset of the Open Reaction Database (ORD), a public repository of structured organic reaction records. describe an organic reaction: reactants, conditions, products, and yield Reactants: O1CCC(C2=CC=CC=C12)CN (1-(3,4-dihydro-2H-chromen-4-yl)methanamine), FC1=C(C(=O)O)C=CN=C1 (3-fluoroisonicotinic acid). Product: O1CCC(C2=CC=CC=C12)CNC=1C=NC=CC1C(=O)O (3-[(3,4-dihydro-2H-chromen-4-ylmethyl)amino]pyridine-4-carboxylic acid). The yield is 13.0%. As a reaction SMILES: [O:1]1[C:10]2[C:5](=[CH:6][CH:7]=[CH:8][CH:9]=2)[CH:4]([CH2:11][NH2:12])[CH2:3][CH2:2]1.F[C:14]1[CH:22]=[N:21][CH:20]=[CH:19][C:15]=1[C:16]([OH:18])=[O:17]>>[O:1]1[C:10]2[C:5](=[CH:6][CH:7]=[CH:8][CH:9]=2)[CH:4]([CH2:11][NH:12][C:19]2[CH:20]=[N:21][CH:22]=[CH:14][C:15]=2[C:16]([OH:18])=[O:17])[CH2:3][CH2:2]1. Reported procedure: The title compound was prepared in 13% yield from 1-(3,4-dihydro-2H-chromen-4-yl)methanamine and 3-fluoroisonicotinic acid according to the procedure for the preparation of Example 53. 1H NMR (400 MHz, DMSO-d6): δ 8.33 (s, 1H), 7.78 (d, 1H, J=5.0 Hz), 7.74 (br s, 1H), 7.50 (d, 1H, J=5.0 Hz), 7.23 (d, 1H, J=7.4 Hz), 7.04 (t, 1H, J=7.1 Hz), 6.78 (t, 1H, J=7.3 Hz), 6.69 (d, 1H, J=8.0 Hz), 4.06-4.17 (m, 2H), 3.59-3.65 (m, 1H), 3.41-3.47 (m, 1H), 3.04-3.09 (m, 1H), 1.79-1.96 (m, 2H). [M+H] calc'd for... The reactants are C(C)OC(=O)C1C(N(C2=CC=C(C=C12)C1(OCCO1)C1CCCC1)CC)=O (5-(2-cyclopentyl-[1,3]dioxolan-2-yl)-1-ethyl-2-oxo-2,3-dihydro-1H-indole-3-carboxylic acid ethyl ester), NC=1C=C(C(=O)NC2=CC=CC=C2)C=CC1 (3-amino-N-phenyl-benzamide). Yields the product C1(=CC=CC=C1)NC(=O)C=1C=C(C=CC1)NC(=O)C1C(N(C2=CC=C(C=C12)C(=O)C1CCCC1)CC)=O (5-Cyclopentanecarbonyl-1-ethyl-2-oxo-2,3-dihydro-1H-indole-3-carboxylic acid (3-phenylcarbamoyl-phenyl)-amide). Reaction SMILES: C([O:3][C:4]([CH:6]1[C:14]2[C:9](=[CH:10][CH:11]=[C:12]([C:15]3([CH:20]4[CH2:24][CH2:23][CH2:22][CH2:21]4)OCC[O:16]3)[CH:13]=2)[N:8]([CH2:25][CH3:26])[C:7]1=[O:27])=O)C.[NH2:28][C:29]1[CH:30]=[C:31]([CH:41]=[CH:42][CH:43]=1)[C:32]([NH:34][C:35]1[CH:40]=[CH:39][CH:38]=[CH:37][CH:36]=1)=[O:33]>>[C:35]1([NH:34][C:32]([C:31]2[CH:30]=[C:29]([NH:28][C:4]([CH:6]3[C:14]4[C:9](=[CH:10][CH:11]=[C:12]([C:15]([CH:20]5[CH2:21][CH2:22][CH2:23][CH2:24]5)=[O:16])[CH:13]=4)[N:8]([CH2:25][CH3:26])[C:7]3=[O:27])=[O:3])[CH:43]=[CH:42][CH:41]=2)=[O:33])[CH:40]=[CH:39][CH:38]=[CH:37][CH:36]=1. Reported procedure: Prepared as in Example 1 from 5-(2-cyclopentyl-[1,3]dioxolan-2-yl)-1-ethyl-2-oxo-2,3-dihydro-1H-indole-3-carboxylic acid ethyl ester and 3-amino-N-phenyl-benzamide. Purified by flash-chromatography (hexanes/acetone, 1:1) followed by trituration in ethyl acetate. mp 208-213° C. The reactants are Cl (HCl), CC(C(=O)O)(C1=CC=C(C=C1)OCCCOC1=CC=C(C=C1)Cl)OC1=CC=C(C=C1)OCC1=CC=CC=C1 (methyl(p-benzyloxyphenoxy){p-[3-(p-chlorophenoxy)propoxy]phenyl}acetic acid), [OH-].[K+] (potassium hydroxide), O (water). The solvent is C(C)O (ethanol). Product: C(C1=CC=CC=C1)OC1=CC=C(OC(C(=O)O)C2=CC=C(C=C2)OCCCOC2=CC=C(C=C2)Cl)C=C1 ((p-Benzyloxyphenoxy){p-[3-(p-chlorophenoxy)propoxy]phenyl}aceticacid). RXN SMILES: C[C:2]([O:24][C:25]1[CH:30]=[CH:29][C:28]([O:31][CH2:32][C:33]2[CH:38]=[CH:37][CH:36]=[CH:35][CH:34]=2)=[CH:27][CH:26]=1)([C:6]1[CH:11]=[CH:10][C:9]([O:12][CH2:13][CH2:14][CH2:15][O:16][C:17]2[CH:22]=[CH:21][C:20]([Cl:23])=[CH:19][CH:18]=2)=[CH:8][CH:7]=1)[C:3]([OH:5])=[O:4].[OH-].[K+].O.Cl>C(O)C>[CH2:32]([O:31][C:28]1[CH:29]=[CH:30][C:25]([O:24][CH:2]([C:6]2[CH:11]=[CH:10][C:9]([O:12][CH2:13][CH2:14][CH2:15][O:16][C:17]3[CH:18]=[CH:19][C:20]([Cl:23])=[CH:21][CH:22]=3)=[CH:8][CH:7]=2)[C:3]([OH:5])=[O:4])=[CH:26][CH:27]=1)[C:33]1[CH:34]=[CH:35][CH:36]=[CH:37][CH:38]=1 |f:1.2|. Procedure details: A mixture of 4.5 g of methyl(p-benzyloxyphenoxy){p-[3-(p-chlorophenoxy)propoxy]phenyl}acetic acid, 5.5 g of potassium hydroxide, 3 ml of water and 150 ml of ethanol is refluxed for 4 hours. The mixture is acidified with concentrated HCl and extracted with chloroform. The extract is dried (MgSO4) and the solvent removed under reduced pressure. The oil is dissolved in benzene and the solution diluted with hexane. On standing, crystals separate and are filtered off and recrystallized from benzene-h... Reactants: O1C(=NN=C1)C1=CC=C(C=C1)B(O)O (4-(1,3,4-oxadiazol-2-yl)phenylboronic acid), 4A, C(C)(C)(C)C1=NNC(=C1)C(=O)OCC (Ethyl 3-tert-butyl-1H-pyrazole-5-carboxylate), N1=CC=CC=C1 (pyridine). Run in C(Cl)Cl (CH2Cl2). Yields the product O1C(=NN=C1)C1=CC=C(C=C1)N1N=C(C=C1C(=O)OCC)C(C)(C)C (ethyl 1-(4-(1,3,4-oxadiazol-2-yl)phenyl)-3-tert-butyl-1H-pyrazole-5-carboxylate). The yield is 80.8%. RXN SMILES: [O:1]1[CH:5]=[N:4][N:3]=[C:2]1[C:6]1[CH:11]=[CH:10][C:9](B(O)O)=[CH:8][CH:7]=1.[C:15]([C:19]1[CH:23]=[C:22]([C:24]([O:26][CH2:27][CH3:28])=[O:25])[NH:21][N:20]=1)([CH3:18])([CH3:17])[CH3:16].N1C=CC=CC=1>C(Cl)Cl.C([O-])(=O)C.[Cu+2].C([O-])(=O)C>[O:1]1[CH:5]=[N:4][N:3]=[C:2]1[C:6]1[CH:11]=[CH:10][C:9]([N:21]2[C:22]([C:24]([O:26][CH2:27][CH3:28])=[O:25])=[CH:23][C:19]([C:15]([CH3:16])([CH3:18])[CH3:17])=[N:20]2)=[CH:8][CH:7]=1 |f:4.5.6|. Reported procedure: A mixture of 4-(1,3,4-oxadiazol-2-yl)phenylboronic acid (303 mg, 1.60 mmol) and powdered 4A molecular sieves (300 mg) in CH2Cl2 (6 mL) was heated to reflux for 2 h. Ethyl 3-tert-butyl-1H-pyrazole-5-carboxylate (310 mg, 1.6 mmol), pyridine (0.13 mL, 1.6 mmol) and copper (II) acetate (290 mg, 1.6 mmol) were added and the reaction mixture was refluxed for 24 h. The reaction was filtered and the solid was washed with EtOAc (40 mL) and MeOH (40 mL). The combined filtrate and washings were concentrate... Reagents/catalysts: C(C)(=O)[O-].[Cu+2].C(C)(=O)[O-] (copper (II) acetate). Reactants: C(C1=CC=CC=C1)N1N=CN=C1 (1-benzyl-1,2,4-triazole), crude product, C(C)(C)[N-]C(C)C.[Li+] (lithium diisopropylamide), C1CCOC1 (THF), P(=O)(O)(O)[O-].[Na+] (sodium dihydrogenphosphate), C1CCOC1 (THF). The solvent is CN(C=O)C (dimethylformamide). Run at temperature -70 celsius, time 1 hour. The product is C(C1=CC=CC=C1)N1N=C(N=C1)C=O (1-benzyl-3-formyl-1,2,4-triazole). RXN SMILES: C([N-]C(C)C)(C)C.[Li+].[CH2:9]([N:16]1[CH:20]=[N:19][CH:18]=[N:17]1)[C:10]1[CH:15]=[CH:14][CH:13]=[CH:12][CH:11]=1.P([O-])(O)(O)=O.[Na+].C1C[O:30][CH2:29]C1>CN(C)C=O>[CH2:9]([N:16]1[CH:20]=[N:19][C:18]([CH:29]=[O:30])=[N:17]1)[C:10]1[CH:11]=[CH:12][CH:13]=[CH:14][CH:15]=1 |f:0.1,3.4|. Procedure details: To a continuously stirred mixture of 0.156 moles of lithium diisopropylamide in 150 ml of THF cooled at -70° C. was added dropwise a solution of 1-benzyl-1,2,4-triazole prepared above in 200 ml of THF. After the mixture was stirred for one hour longer, there was added in one portion 16.5 ml of dry dimethylformamide. The mixture was stirred in the cold for 0.5 hour and then at room temperature for 3.5 hours whereupon there was added dropwise a saturated aqueous solution of 21.5 grams of sodium di...